describe an organic reaction: reactants, conditions, products, and yield From a dataset of the Open Reaction Database (ORD), a public repository of structured organic reaction records. Starting materials: BrC1=CC(=NC=C1)C(C)O (1-(4-bromopyridin-2-yl)ethanol), CC(=O)OI1(C=2C=CC=CC2C(=O)O1)(OC(=O)C)OC(=O)C (Dess-Martin periodinane). The solvent is C(Cl)Cl (DCM). Yields the product BrC1=CC(=NC=C1)C(C)=O (1-(4-bromopyridin-2-yl)ethanone). RXN SMILES: [Br:1][C:2]1[CH:7]=[CH:6][N:5]=[C:4]([CH:8]([OH:10])[CH3:9])[CH:3]=1.CC(OI1(OC(C)=O)(OC(C)=O)OC(=O)C2C=CC=CC1=2)=O>C(Cl)Cl>[Br:1][C:2]1[CH:7]=[CH:6][N:5]=[C:4]([C:8](=[O:10])[CH3:9])[CH:3]=1. Reported procedure: To a stirring solution of 1-(4-bromopyridin-2-yl)ethanol (2.93 g, 14.5 mmol) in DCM (50 mL) was added Dess-Martin periodinane (12.93 g, 30.5 mmol) portion-wise over several minutes. The reaction was then quenched with saturated 1:1 Na2S2O3/NaHCO3 solution (200 mL) and stirred until gas evolution ceased. The aqueous layer was extracted with DCM, dried over MgSO4, and purified by column chromatography (gradient 0 to 10% EtOAc in hexanes) to give the product. 1H NMR (400 MHz, CDCl3) δ 8.50 (d, J=5.... Starting materials: C1CCOC1, CO, CN1CCCC1, CN1CCCC1CO, CC(C)C1c2nc[nH]c2CCN1C(=O)OCC(Cl)(Cl)Cl, [H-], [Na+]. The product is CC(C)C1c2nc[nH]c2CCN1C(=O)OCC1CCCN1C. As a reaction SMILES: [CH2:39]1[O:40][CH2:41][CH2:42][CH2:43]1.[CH3:31][OH:32].[CH3:33][N:34]1[CH2:35][CH2:36][CH2:37][CH2:38]1.[CH3:3][N:4]1[CH:5]([CH2:9][OH:10])[CH2:6][CH2:7][CH2:8]1.[CH:11]([CH3:12])([CH3:13])[CH:14]1[N:15]([C:23](=[O:24])[O:25][CH2:26][C:27]([Cl:28])([Cl:29])[Cl:30])[CH2:16][CH2:17][c:18]2[c:19]1[n:20][cH:21][nH:22]2.[H-:2].[Na+:1]>>[CH3:3][N:4]1[CH:5]([CH2:9][O:10][C:23]([N:15]2[CH:14]([CH:11]([CH3:12])[CH3:13])[c:19]3[c:18]([nH:22][cH:21][n:20]3)[CH2:17][CH2:16]2)=[O:24])[CH2:6][CH2:7][CH2:8]1. The reactants are C1(=CC=CC=C1)P(C1=CC=CC=C1)C1=CC=CC=C1 (Triphenylphosphine), N1CCOCC1 (morpholine), FC(S(=O)(=O)[O-])(F)F.C(C=C)OC(=O)N1C[C@H](C[C@H]1CC1=C[N+]=2C(S1)=CN(C2C)CC2CC2)SC=2[C@@H]([C@H]1N(C2C(=O)OCC=C)C([C@@H]1[C@@H](C)O)=O)C (allyl(1R,5S,6S)-2-[(3S,5S)-1-allyloxycarbonyl-5-[6-(2-cyclopropylmethyl)-5-methylimidazo[5,1-b]thiazolium-2-yl]methylpyrrolidin-3-yl]thio-6-((1R)-1-hydroxyethyl)-1-methylcarbapen-2-em-3-carboxylate trifluoromethanesulfonate). Reagents/catalysts: C=1C=CC(=CC1)[P](C=2C=CC=CC2)(C=3C=CC=CC3)[Pd]([P](C=4C=CC=CC4)(C=5C=CC=CC5)C=6C=CC=CC6)([P](C=7C=CC=CC7)(C=8C=CC=CC8)C=9C=CC=CC9)[P](C=1C=CC=CC1)(C=1C=CC=CC1)C=1C=CC=CC1 (tetrakis(triphenylphosphine)palladium(0)). The solvent is C(C)O (ethanol), C1CCOC1 (THF), C1CCOC1 (THF). Run at time 1 hour. The product is C1C(C1)CN1C(=[N+]2C(SC(=C2)C[C@@H]2C[C@@H](CN2)SC=2[C@@H]([C@H]3N(C2C(=O)[O-])C([C@@H]3[C@@H](C)O)=O)C)=C1)C ((1R,5S,6S)-2-[(3S,5S)-5-[6-(2-Cyclopropylmethyl)-5-methylimidazo[5,1-b]thiazolium-2-yl]methylpyrrolidin-3-yl]thio-6-((1R)-1-hydroxyethyl)-1-methylcarbapen-2-em-3-carboxylate). Isolated yield 6.4%. As a reaction SMILES: FC(F)(F)S([O-])(=O)=O.C(OC([N:15]1[C@H:19]([CH2:20][C:21]2[S:25][C:24]3=[CH:26][N:27]([CH2:30][CH:31]4[CH2:33][CH2:32]4)[C:28]([CH3:29])=[N+:23]3[CH:22]=2)[CH2:18][C@H:17]([S:34][C:35]2[C@H:36]([CH3:52])[C@@H:37]3[C@@H:47]([C@H:48]([OH:50])[CH3:49])[C:46](=[O:51])[N:38]3[C:39]=2[C:40]([O:42]CC=C)=[O:41])[CH2:16]1)=O)C=C.C1(P(C2C=CC=CC=2)C2C=CC=CC=2)C=CC=CC=1.N1CCOCC1>C1C=CC([P]([Pd]([P](C2C=CC=CC=2)(C2C=CC=CC=2)C2C=CC=CC=2)([P](C2C=CC=CC=2)(C2C=CC=CC=2)C2C=CC=CC=2)[P](C2C=CC=CC=2)(C2C=CC=CC=2)C2C=CC=CC=2)(C2C=CC=CC=2)C2C=CC=CC=2)=CC=1.C1COCC1.C(O)C>[CH2:32]1[CH2:33][CH:31]1[CH2:30][N:27]1[CH:26]=[C:24]2[S:25][C:21]([CH2:20][C@H:19]3[NH:15][CH2:16][C@@H:17]([S:34][C:35]4[C@H:36]([CH3:52])[C@@H:37]5[C@@H:47]([C@H:48]([OH:50])[CH3:49])[C:46](=[O:51])[N:38]5[C:39]=4[C:40]([O-:42])=[O:41])[CH2:18]3)=[CH:22][N+:23]2=[C:28]1[CH3:29] |f:0.1,^1:81,83,102,121|. Procedure: Anhydrous THF (0.7 ml) and 0.7 ml of dry ethanol are added to 47.9 mg of allyl(1R,5S,6S)-2-[(3S,5S)-1-allyloxycarbonyl-5-[6-(2-cyclopropylmethyl)-5-methylimidazo[5,1-b]thiazolium-2-yl]methylpyrrolidin-3-yl]thio-6-((1R)-1-hydroxyethyl)-1-methylcarbapen-2-em-3-carboxylate trifluoromethanesulfonate. Triphenylphosphine (7.8 mg), 0.016 ml of morpholine, and 4.3 mg of tetrakis(triphenylphosphine)palladium(0) are successively added thereto, and the mixture is stirred in an argon atmosphere at room temp... Starting materials: CC(C)(C)OC(=O)N1CCc2ccc(Cl)c(O)c2CC1, Fc1ccc(CBr)cc1, [H-], [Na+], CN(C)C=O. Product: CC(C)(C)OC(=O)N1CCc2ccc(Cl)c(OCc3ccc(F)cc3)c2CC1. As a reaction SMILES: [C:3]([CH3:4])([CH3:5])([CH3:6])[O:7][C:8](=[O:9])[N:10]1[CH2:11][CH2:12][c:13]2[c:14]([c:17]([OH:22])[c:18]([Cl:21])[cH:19][cH:20]2)[CH2:15][CH2:16]1.[F:23][c:24]1[cH:25][cH:26][c:27]([CH2:28][Br:29])[cH:30][cH:31]1.[H-:1].[Na+:2].[O:32]=[CH:33][N:34]([CH3:35])[CH3:36]>>[C:3]([CH3:4])([CH3:5])([CH3:6])[O:7][C:8](=[O:9])[N:10]1[CH2:11][CH2:12][c:13]2[c:14]([c:17]([O:22][CH2:28][c:27]3[cH:26][cH:25][c:24]([F:23])[cH:31][cH:30]3)[c:18]([Cl:21])[cH:19][cH:20]2)[CH2:15][CH2:16]1.